Dataset: the Open Reaction Database (ORD), a public repository of structured organic reaction records. Task: describe an organic reaction: reactants, conditions, products, and yield The reactants are COc1ccc(C(Cl)(c2ccccc2)c2ccc(OC)cc2)cc1, O=C(OCC1c2ccccc2-c2ccccc21)N1CC(O)CC1CO, c1ccncc1. Yields the product COc1ccc(C(OCC2CC(O)CN2C(=O)OCC2c3ccccc3-c3ccccc32)(c2ccccc2)c2ccc(OC)cc2)cc1. RXN SMILES: [CH3:26][O:27][c:28]1[cH:29][cH:30][c:31]([C:32]([c:33]2[cH:34][cH:35][c:36]([O:39][CH3:40])[cH:37][cH:38]2)([c:41]2[cH:42][cH:43][cH:44][cH:45][cH:46]2)[Cl:47])[cH:48][cH:49]1.[OH:1][CH:2]1[CH2:3][CH:4]([CH2:24][OH:25])[N:5]([C:7](=[O:8])[O:9][CH2:10][CH:11]2[c:12]3[cH:13][cH:14][cH:15][cH:16][c:17]3-[c:18]3[cH:19][cH:20][cH:21][cH:22][c:23]32)[CH2:6]1.[cH:50]1[cH:51][cH:52][n:53][cH:54][cH:55]1>>[OH:1][CH:2]1[CH2:3][CH:4]([CH2:24][O:25][C:32]([c:31]2[cH:30][cH:29][c:28]([O:27][CH3:26])[cH:49][cH:48]2)([c:33]2[cH:34][cH:35][c:36]([O:39][CH3:40])[cH:37][cH:38]2)[c:41]2[cH:42][cH:43][cH:44][cH:45][cH:46]2)[N:5]([C:7](=[O:8])[O:9][CH2:10][CH:11]2[c:12]3[cH:13][cH:14][cH:15][cH:16][c:17]3-[c:18]3[cH:19][cH:20][cH:21][cH:22][c:23]32)[CH2:6]1. Reactants: FC1=CC=C(OC2=CC=C(C=C2)C2=CC(=CC(=N2)C(=O)OC)C=C)C=C1 (methyl 6-(4-(4-fluorophenoxy)phenyl)-4-vinylpicolinate), CC(C)O.O (iPrOH H2O). Run at time 3 hour. Yields the product O[C@H](CO)C1=CC(=NC(=C1)C1=CC=C(C=C1)OC1=CC=C(C=C1)F)C(=O)OC ((S)-methyl 4-(1,2-dihydroxyethyl)-6-(4-(4-fluorophenoxy)phenyl)picolinate). Reaction SMILES: [F:1][C:2]1[CH:26]=[CH:25][C:5]([O:6][C:7]2[CH:12]=[CH:11][C:10]([C:13]3[N:18]=[C:17]([C:19]([O:21][CH3:22])=[O:20])[CH:16]=C(C=C)[CH:14]=3)=[CH:9][CH:8]=2)=[CH:4][CH:3]=1.[CH3:27][CH:28]([OH:30])[CH3:29].[OH2:31]>>[OH:30][C@@H:28]([C:29]1[CH:14]=[C:13]([C:10]2[CH:11]=[CH:12][C:7]([O:6][C:5]3[CH:25]=[CH:26][C:2]([F:1])=[CH:3][CH:4]=3)=[CH:8][CH:9]=2)[N:18]=[C:17]([C:19]([O:21][CH3:22])=[O:20])[CH:16]=1)[CH2:27][OH:31] |f:1.2|. Reported procedure: To a suspension of methyl 6-(4-(4-fluorophenoxy)phenyl)-4-vinylpicolinate (0.309 g, 0.884 mmol) in 10 mL 1:1 iPrOH/H2O was added AD-Mix α (1.205 g). The reaction was stirred for 3 h then partitioned between 50 mL EtOAc and 25 mL water. The organics were separated, dried over MgSO4, filtered, and concentrated in vacuo to give crude (S)-methyl 4-(1,2-dihydroxyethyl)-6-(4-(4-fluorophenoxy)phenyl)picolinate which was used in the next step without further purification (LC/MS: m/z=384.1 [M+H]+). Reactants: C(C)(C)(C)[Li] (tert-butyllithium), CCCCC (pentane), C(C)(C)(C)OC(NC1=C(C=CC=C1)F)=O ((2-fluoro-phenyl)-carbamic acid tert-butyl ester), C(=O)=O (dry ice). The solvent is O (water), C1CCOC1 (THF). Conditions: time 3 hour. Yields the product C(C)(C)(C)OC(=O)NC1=C(C(=O)O)C=CC=C1F (2-tert-Butoxycarbonylamino-3-fluorobenzoic Acid). Reaction SMILES: C([Li])(C)(C)C.CCCCC.[C:11]([O:15][C:16](=[O:25])[NH:17][C:18]1[CH:23]=[CH:22][CH:21]=[CH:20][C:19]=1[F:24])([CH3:14])([CH3:13])[CH3:12].[C:26](=[O:28])=[O:27]>O.C1COCC1>[C:11]([O:15][C:16]([NH:17][C:18]1[C:19]([F:24])=[CH:20][CH:21]=[CH:22][C:23]=1[C:26]([OH:28])=[O:27])=[O:25])([CH3:14])([CH3:12])[CH3:13]. Procedure: A solution of tert-butyllithium in pentane (1.7M, 34 ml, 58 mmol) was added with caution to a solution of (2-fluoro-phenyl)-carbamic acid tert-butyl ester whilst cooling to less than −50° C. The mixture was maintained at this temperature, stirred for 3 h then poured onto a slurry of THF and dry ice. The mixture was allowed to warm to room temperature, diluted with water and evaporated in vacuo. The residue was taken up in water and washed with diethyl ether. A solution of 0.3M potassium hydrogen... Starting materials: C(#N)C=1C=CC=2C(C3=CC(=CC=C3S(C2C1)(=O)=O)OC)=O (3-cyano-7-methoxythioxanthen-9-one 10,10-dioxide), C(CN)N (ethylenediamine), C[O-].[Na+] (sodium methoxide), ice water. Run in CO (methanol). The product is N1C(=NCC1)C=1C=C2S(C=3C=CC(=CC3C(C2=CC1)=O)OC)(=O)=O (6-(2-imidazolin-2-yl)-2-methoxythioxanthen-9-one-10,10-dioxide). RXN SMILES: [C:1]([C:3]1[CH:4]=[CH:5][C:6]2[C:7](=[O:21])[C:8]3[C:13]([S:14](=[O:18])(=[O:17])[C:15]=2[CH:16]=1)=[CH:12][CH:11]=[C:10]([O:19][CH3:20])[CH:9]=3)#[N:2].[CH2:22](N)[CH2:23][NH2:24].C[O-].[Na+]>CO>[NH:2]1[CH2:22][CH2:23][N:24]=[C:1]1[C:3]1[CH:16]=[C:15]2[C:6](=[CH:5][CH:4]=1)[C:7](=[O:21])[C:8]1[CH:9]=[C:10]([O:19][CH3:20])[CH:11]=[CH:12][C:13]=1[S:14]2(=[O:18])=[O:17] |f:2.3|. Reported procedure: To 5.0 g (0.017 mol) of 3-cyano-7-methoxythioxanthen-9-one 10,10-dioxide was added ethylenediamine, 10.8 g (0.18 mol), and sodium methoxide, (0.098 g, 0.002 mol), in methanol, 70 ml, and the mixture was refluxed for 70.5 hr. The mixture was then poured into ice water, 400 ml, and the precipitate was filtered and washed with water then was recrystallized from ethanol, DMSO and H2O to provide 1.1 g of 6-(2-imidazolin-2-yl)-2-methoxythioxanthen-9-one-10,10-dioxide with m.p. 220°-224° C.; TLC on sil... Run in O1CCCC1 (tetrahydrofuran), O (water), O1CCCC1 (tetrahydrofuran). As a reaction SMILES: Br[C:2]1[CH:7]=[CH:6][C:5]([C:8]2[O:9][C:10]([C:13]3[CH:18]=[CH:17][CH:16]=[CH:15][CH:14]=3)=[N:11][N:12]=2)=[CH:4][CH:3]=1.[CH3:19][CH2:20][CH2:21][CH2:22][CH2:23][CH3:24].[CH2:25]([Li])[CH2:26][CH2:27][CH3:28].[C:30]([C:34]1[CH:47]=[CH:46][C:45]2[C:44](=[O:48])[C:43]3[C:38](=[CH:39][CH:40]=[CH:41][CH:42]=3)[C:37](=[O:49])[C:36]=2[CH:35]=1)([CH3:33])([CH3:32])[CH3:31]>O1CCCC1.O>[C:30]([C:34]1[CH:47]=[CH:46][C:45]2[C:44]([C:2]3[CH:7]=[CH:6][C:5]([C:8]4[O:9][C:10]([C:13]5[CH:18]=[CH:17][CH:16]=[CH:15][CH:14]=5)=[N:11][N:12]=4)=[CH:4][CH:3]=3)([OH:48])[C:43]3[C:38](=[CH:39][CH:40]=[CH:41][CH:42]=3)[C:37]([C:21]3[CH:20]=[CH:19][C:24]([C:10]4[O:9][C:28]([C:27]5[CH:7]=[CH:2][CH:3]=[CH:25][CH:26]=5)=[N:12][N:11]=4)=[CH:23][CH:22]=3)([OH:49])[C:36]=2[CH:35]=1)([CH3:33])([CH3:31])[CH3:32]. Reactants: BrC1=CC=C(C=C1)C=1OC(=NN1)C1=CC=CC=C1 (2-(4-bromophenyl)-5-phenyl-1,3,4-oxadiazole), CCCCCC (hexane), C(CCC)[Li] (n-butyllithium), C(C)(C)(C)C1=CC=2C(C3=CC=CC=C3C(C2C=C1)=O)=O (2-tert-butylanthraquinone). Run at temperature -78 celsius, time 2 hour. Yields the product C(C)(C)(C)C1=CC=2C(C3=CC=CC=C3C(C2C=C1)(O)C1=CC=C(C=C1)C=1OC(=NN1)C1=CC=CC=C1)(O)C1=CC=C(C=C1)C=1OC(=NN1)C1=CC=CC=C1 (2-Tert-butyl-9,10-bis[4-(5-phenyl-1,3,4-oxadiazol-2-yl)phenyl]anthracene-9-10-diol). Reported procedure: In a 500 mL three-necked flask was placed 5.0 g (17 mmol) of 2-(4-bromophenyl)-5-phenyl-1,3,4-oxadiazole, and the atmosphere in the flask was replaced with nitrogen. Then, 100 mL of tetrahydrofuran (abbreviation: THF) was added to this mixture. This solution was cooled to −78° C., followed by addition of 13 mL (20 mmol) of a 1.5 mol/L hexane solution of n-butyllithium. This mixture was stirred under a nitrogen stream at −78° C. for 2 hours. Then, a solution in which 2.0 g (7.6 mmol) of 2-tert-bu... The reactants are C1CCOC1, COc1ccc(CN2CCC(F)(F)CC(NS(=O)(=O)CCC(F)(F)F)C2=O)c(OC)c1, COc1ccc(CO)cn1, CC(C)OC(=O)N=NC(=O)OC(C)C, c1ccc(P(c2ccccc2)c2ccccc2)cc1. The product is COc1ccc(CN2CCC(F)(F)CC(N(Cc3ccc(OC)nc3)S(=O)(=O)CCC(F)(F)F)C2=O)c(OC)c1. RXN SMILES: [CH2:75]1[O:76][CH2:77][CH2:78][CH2:79]1.[CH3:1][O:2][c:3]1[c:4]([CH2:5][N:6]2[C:7](=[O:25])[CH:8]([NH:15][S:16](=[O:17])(=[O:18])[CH2:19][CH2:20][C:21]([F:22])([F:23])[F:24])[CH2:9][C:10]([F:13])([F:14])[CH2:11][CH2:12]2)[cH:26][cH:27][c:28]([O:30][CH3:31])[cH:29]1.[CH3:32][O:33][c:34]1[cH:35][cH:36][c:37]([CH2:40][OH:41])[cH:38][n:39]1.[O:61]=[C:62]([O:63][CH:64]([CH3:65])[CH3:66])[N:67]=[N:68][C:69]([O:70][CH:71]([CH3:72])[CH3:73])=[O:74].[c:42]1([P:43]([c:44]2[cH:45][cH:46][cH:47][cH:48][cH:49]2)[c:50]2[cH:51][cH:52][cH:53][cH:54][cH:55]2)[cH:56][cH:57][cH:58][cH:59][cH:60]1>>[CH3:1][O:2][c:3]1[c:4]([CH2:5][N:6]2[C:7](=[O:25])[CH:8]([N:15]([S:16](=[O:17])(=[O:18])[CH2:19][CH2:20][C:21]([F:22])([F:23])[F:24])[CH2:40][c:37]3[cH:36][cH:35][c:34]([O:33][CH3:32])[n:39][cH:38]3)[CH2:9][C:10]([F:13])([F:14])[CH2:11][CH2:12]2)[cH:26][cH:27][c:28]([O:30][CH3:31])[cH:29]1. Reactants: CC12C(C(CCC1)(C)C)(O2)C(\C=C\C)=O (Trans-2,6,6-trimethyl-1-crotonoyl-1,2-epoxycyclohexane). Solvent: O1CCOCC1 (dioxan). Yields the product CC=1C(C(CCC1)(C)C)(C(\C=C\C)=O)O (2,6,6-Trimethyl-1-hydroxy-1-crotonoyl-2-cyclohexene). As a reaction SMILES: [CH3:1][C:2]12[O:10][C:3]1([C:11](=[O:15])/[CH:12]=[CH:13]/[CH3:14])[C:4]([CH3:9])([CH3:8])[CH2:5][CH2:6][CH2:7]2>O1CCOCC1>[CH3:1][C:2]1[C:3]([OH:10])([C:11](=[O:15])/[CH:12]=[CH:13]/[CH3:14])[C:4]([CH3:8])([CH3:9])[CH2:5][CH2:6][CH:7]=1. Procedure details: A mixture of the cis- and trans-isomers of 2,6,6-trimethyl-1-crotonoyl-1,2-epoxycyclohexane (10 g.) [cf. Example 32] and 2 g. of acid diatomaceous earth in 50 ml. of dioxan was heated under nitrogen at 100°-105°. Reactants: O (water), [H-].[Na+] (sodium hydride), COCCOCCOC (diglyme), CC(C(C)=O)C (3-methyl-2-butanone). Reaction conditions: time 30 minute. Yields the product CC(=CC(=O)OCC)C(C)C (Ethyl 3,4-dimethyl-2-pentenoate). Yield: 91.0%. Reaction SMILES: [H-].[Na+].CO[CH2:5][CH2:6][O:7][CH2:8][CH2:9]OC.[CH3:12][CH:13]([CH3:17])[C:14](=O)[CH3:15].[OH2:18]>>[CH3:15][C:14]([CH:13]([CH3:17])[CH3:12])=[CH:5][C:6]([O:7][CH2:8][CH3:9])=[O:18] |f:0.1|. Reported procedure: To a suspension of sodium hydride (2.6 g) in diglyme (10 mL) triethylphosphonoacetate (24 g, 107 mmol) was added dropwise under nitrogen in an ice bath (ca. 0° C.). The mixture was stirred for 30 min. and then 3-methyl-2-butanone (XII, 4.3 g, 50 mmol) was added dropwise and the mixture stirred at ambient temperature for three hours. The mixture was cooled, diluted cautiously with a large excess amount of water, and extracted with ether. The ethereal extract was dried over anhydrous magnesium sul... The reactants are CCO, NNc1ccc(F)cc1, COC(=O)c1ccc(OCC(C)=O)cc1. The product is COC(=O)c1ccc(OCC(C)=NNc2ccc(F)cc2)cc1. Reaction SMILES: [CH3:25][CH2:26][OH:27].[F:16][c:17]1[cH:18][cH:19][c:20]([NH:23][NH2:24])[cH:21][cH:22]1.[O:1]=[C:2]([CH2:3][O:4][c:5]1[cH:6][cH:7][c:8]([C:9](=[O:10])[O:11][CH3:12])[cH:13][cH:14]1)[CH3:15]>>[C:2]([CH2:3][O:4][c:5]1[cH:6][cH:7][c:8]([C:9](=[O:10])[O:11][CH3:12])[cH:13][cH:14]1)([CH3:15])=[N:24][NH:23][c:20]1[cH:19][cH:18][c:17]([F:16])[cH:22][cH:21]1.